This data is from the Open Reaction Database (ORD), a public repository of structured organic reaction records. The task is: describe an organic reaction: reactants, conditions, products, and yield Starting materials: ClC1=CC=C2C(=CC=NC2=C1)NC1=C(C(=O)O)C=C(C=C1)I (2-(7-Chloro-4-quinolylamino)-5-iodo benzoic acid), acid chloride, CN(C1CCNCC1)C (4-dimethylamino piperidine). Yields the product ClC1=CC=C2C(=CC=NC2=C1)NC1=C(C(=O)N2CCC(CC2)N(C)C)C=C(C=C1)I (1-[2-(7-Chloro-4-quinolylamino)-5-iodo-benzoyl]-4-dimethylamino piperidine). As a reaction SMILES: [Cl:1][C:2]1[CH:11]=[C:10]2[C:5]([C:6]([NH:12][C:13]3[CH:21]=[CH:20][C:19]([I:22])=[CH:18][C:14]=3[C:15](O)=[O:16])=[CH:7][CH:8]=[N:9]2)=[CH:4][CH:3]=1.[CH3:23][N:24]([CH3:31])[CH:25]1[CH2:30][CH2:29][NH:28][CH2:27][CH2:26]1>>[Cl:1][C:2]1[CH:11]=[C:10]2[C:5]([C:6]([NH:12][C:13]3[CH:21]=[CH:20][C:19]([I:22])=[CH:18][C:14]=3[C:15]([N:28]3[CH2:29][CH2:30][CH:25]([N:24]([CH3:31])[CH3:23])[CH2:26][CH2:27]3)=[O:16])=[CH:7][CH:8]=[N:9]2)=[CH:4][CH:3]=1. Procedure: 2-(7-Chloro-4-quinolylamino)-5-iodo benzoic acid is converted to the acid chloride which is reacted with 4-dimethylamino piperidine as in Example 1 to give the title compound. The reactants are ClC1=C(C=CC=C1)C1=NCC(NC2=C1C=C(C(=C2)OC)C#N)=S (5-(2-chlorophenyl)-7-cyano-1,3-dihydro-8-methoxy-2H-1,4-benzodiazepin-2-thione), C(C)OC(N(C)C)OCC (1,1-diethoxy-N,N-dimethyl-methanamine), NN (hydrazine). Product: ClC1=C(C=CC=C1)C1=NC=2C(=NC3=C1C=C(C(=C3)OC)C#N)NNC2 (5-(2-chlorophenyl)-1,2-dihydro-7-cyano-8-methoxy-pyrazolo[3,4-b][1,4]benzodiazepine). RXN SMILES: [Cl:1][C:2]1[CH:7]=[CH:6][CH:5]=[CH:4][C:3]=1[C:8]1[C:14]2[CH:15]=[C:16]([C:21]#[N:22])[C:17]([O:19][CH3:20])=[CH:18][C:13]=2[NH:12][C:11](=S)[CH2:10][N:9]=1.C(OC(OCC)[N:28]([CH3:30])C)C.[NH2:34]N>>[Cl:1][C:2]1[CH:7]=[CH:6][CH:5]=[CH:4][C:3]=1[C:8]1[C:14]2[CH:15]=[C:16]([C:21]#[N:22])[C:17]([O:19][CH3:20])=[CH:18][C:13]=2[N:12]=[C:11]2[NH:34][NH:28][CH:30]=[C:10]2[N:9]=1. Procedure: 5-(2-chlorophenyl)-1,2-dihydro-7-cyano-8-methoxy-pyrazolo[3,4-b][1,4]benzodiazepine (XXIIb) was prepared by reacting 0.00096 moles of 5-(2-chlorophenyl)-7-cyano-1,3-dihydro-8-methoxy-2H-1,4-benzodiazepin-2-thione (IIb) with 1,1-diethoxy-N,N-dimethyl-methanamine and then hydrazine in a manner analogous to the example above. Recrystallization from ethyl acetate provided 5-(2-chlorophenyl)-1,2-dihydro-7-cyano-8-methoxy-pyrazolo[3,4-b][1,4]benzodiazepine (XXIIb) as a light red solid, mp 288-290° C. Starting materials: COCCOc1ccc(C=Cc2n[nH]c3ccccc23)c([N+](=O)[O-])c1, CCO, Cl, [Na+], [OH-], [Sn]. The product is COCCOc1ccc(C=Cc2n[nH]c3ccccc23)c(N)c1. As a reaction SMILES: [CH3:1][O:2][CH2:3][CH2:4][O:5][c:6]1[cH:7][c:8]([N+:23]([O-:24])=[O:25])[c:9]([CH:12]=[CH:13][c:14]2[n:15][nH:16][c:17]3[cH:18][cH:19][cH:20][cH:21][c:22]23)[cH:10][cH:11]1.[CH3:30][CH2:31][OH:32].[ClH:27].[Na+:29].[OH-:28].[Sn:26]>>[CH3:1][O:2][CH2:3][CH2:4][O:5][c:6]1[cH:7][c:8]([NH2:23])[c:9]([CH:12]=[CH:13][c:14]2[n:15][nH:16][c:17]3[cH:18][cH:19][cH:20][cH:21][c:22]23)[cH:10][cH:11]1. Reactants: O.C1(=CC=C(C=C1)S(=O)(=O)O)C (p-Toluenesulfonic acid hydrate), C(F)C1CO1 (epifluorohydrin), C1(CC1)CNC=1C(=NN2C1C=CC=C2C2=C(C=C(C=C2C)C)OC)SC (N-cyclopropylmethyl-N-[7-(2-methoxy-4,6-dimethylphenyl)-2-(methylsulfanyl)pyrazolo[1,5-a]pyridin-3-yl]amine). The solvent is COCCOC (1,2-dimethoxyethane). Yields the product C1(CC1)CC(C(CF)O)NC=1C(=NN2C1C=CC=C2C2=C(C=C(C=C2C)C)OC)SC (1-(Cyclopropylmethyl)[7-(2-methoxy-4,6-dimethylphenyl)-2-(methylsulfanyl)pyrazolo[1,5-a]pyridin-3-yl]amino-3-fluoro-2-propanol). RXN SMILES: O.[C:2]1([CH3:12])[CH:7]=[CH:6]C(S(O)(=O)=O)=CC=1.[CH2:13]([CH:15]1[O:17][CH2:16]1)[F:14].C1(C[NH:22][C:23]2[C:24]([S:42][CH3:43])=[N:25][N:26]3[C:31]([C:32]4[C:37]([CH3:38])=[CH:36][C:35]([CH3:39])=[CH:34][C:33]=4[O:40][CH3:41])=[CH:30][CH:29]=[CH:28][C:27]=23)CC1>COCCOC>[CH:7]1([CH2:6][CH:16]([NH:22][C:23]2[C:24]([S:42][CH3:43])=[N:25][N:26]3[C:31]([C:32]4[C:37]([CH3:38])=[CH:36][C:35]([CH3:39])=[CH:34][C:33]=4[O:40][CH3:41])=[CH:30][CH:29]=[CH:28][C:27]=23)[CH:15]([OH:17])[CH2:13][F:14])[CH2:2][CH2:12]1 |f:0.1|. Reported procedure: p-Toluenesulfonic acid hydrate (40 mg) and epifluorohydrin (0.15 mL) [CAS No.503-09-3] were added to a solution of N-cyclopropylmethyl-N-[7-(2-methoxy-4,6-dimethylphenyl)-2-(methylsulfanyl)pyrazolo[1,5-a]pyridin-3-yl]amine (50 mg) in 1,2-dimethoxyethane (0.40 mL), and the mixture was heated to reflux for 3 hours. After cooling to room temperature, the solvent was distilled off under reduced pressure. The obtained residue was purified by basic silica gel column chromatography (ethyl acetate:n-hex... The reactants are [N+](=O)([O-])C=1C=C(C(C#N)O[Si](C)(C)C)C=C(C1)[N+](=O)[O-] (3,5-dinitro-O-trimethylsilylmandelonitrile), CCOC(=O)C (EtOAc). The solvent is O (H2O), O (H2O). Reaction conditions: temperature 115 celsius, time 10 minute. The product is [N+](=O)([O-])C=1C=C(C(C(=O)N)O)C=C(C1)[N+](=O)[O-] (3,5-dinitromandeloamide). Isolated yield 54.0%. Reaction SMILES: [N+:1]([C:4]1[CH:5]=[C:6]([CH:15]=[C:16]([N+:18]([O-:20])=[O:19])[CH:17]=1)[CH:7]([O:10][Si](C)(C)C)[C:8]#[N:9])([O-:3])=[O:2].CC[O:23]C(C)=O>O>[N+:1]([C:4]1[CH:5]=[C:6]([CH:15]=[C:16]([N+:18]([O-:20])=[O:19])[CH:17]=1)[CH:7]([OH:10])[C:8]([NH2:9])=[O:23])([O-:3])=[O:2]. Procedure details: 3,5-dinitro-O-trimethylsilylmandelonitrile (5.0 g, 16.9 mmol) and BF3-acetic acid complex (30 ml) were dissolved in H2O (5 ml) at room temperature. The reaction temperature was raised to 115° C. immediately and stirred for 10 minutes. The reaction solution was then cooled to 0° C. H2O (100 ml) and EtOAc (200 ml) were added. The organic phase was washed with sat NaHCO3 (100 ml) and brine (100 ml). Drying over MgSO4 was followed by removal of solvents at reduced pressure. The residue was crystalli...